describe an organic reaction: reactants, conditions, products, and yield From a dataset of the Open Reaction Database (ORD), a public repository of structured organic reaction records. Starting materials: [Al+3], [Al+3], [Cl-], [Cl-], [Cl-], COc1cc2[nH]nc(-c3cccc(F)c3)c2cc1C#N, [H-], [H-], [H-], [H-], [Li+], N, C1CCOC1. The product is COc1cc2[nH]nc(-c3cccc(F)c3)c2cc1CN. Reaction SMILES: [Al+3:2].[Al+3:8].[Cl-:10].[Cl-:7].[Cl-:9].[F:11][c:12]1[cH:13][c:14](-[c:18]2[n:19][nH:20][c:21]3[cH:22][c:23]([O:29][CH3:30])[c:24]([C:27]#[N:28])[cH:25][c:26]23)[cH:15][cH:16][cH:17]1.[H-:1].[H-:4].[H-:5].[H-:6].[Li+:3].[NH3:31].[O:32]1[CH2:33][CH2:34][CH2:35][CH2:36]1>>[F:11][c:12]1[cH:13][c:14](-[c:18]2[n:19][nH:20][c:21]3[cH:22][c:23]([O:29][CH3:30])[c:24]([CH2:27][NH2:28])[cH:25][c:26]23)[cH:15][cH:16][cH:17]1. Procedure: A 15 mL round bottom flask was charged with (+)-(4aR)-(10bR)-4-methyl-8-bromo-10b-methyl-1,2,3,4,4a,5,6,10b-octahydrobenzo[f]quinolin-3-one (200 mg, 0.65 mmol), tetrakis (triphenylphosphine) palladium (0) (23 mg, 0.02 mmol), 9-anthracenylboronic acid (159 mg, 0.78 mmol), 0.65 mL of sodium carbonate and 2 mL of toluene, fitted with a reflux condenser, and the stirred mixture was heated at 80°, under nitrogen, for 48 h. The mixture was cooled, diluted with chloroform (75 mL) and washed with brine ... Product: CN1C(CC[C@@]2(C3=C(CC[C@@H]12)C=C(C=C3)C=3C1=CC=CC=C1C=C1C=CC=CC31)C)=O ((+)-(4aR)-(10bR)-4-methyl-8-(9-anthracenyl)-10b-methyl-1,2,3,4,4a,5,6,10b-octahydrobenzo[f]quinolin-3-one). The reactants are CN1C(CC[C@@]2(C3=C(CC[C@@H]12)C=C(C=C3)Br)C)=O ((+)-(4aR)-(10bR)-4-methyl-8-bromo-10b-methyl-1,2,3,4,4a,5,6,10b-octahydrobenzo[f]quinolin-3-one), C1=CC=CC2=CC3=CC=CC=C3C(=C12)B(O)O (9-anthracenylboronic acid), C([O-])([O-])=O.[Na+].[Na+] (sodium carbonate), C1(=CC=CC=C1)C (toluene). The solvent is C(Cl)(Cl)Cl (chloroform). Isolated yield 42.5%. Reagents/catalysts: [Pd].C1(=CC=CC=C1)P(C1=CC=CC=C1)C1=CC=CC=C1.C1(=CC=CC=C1)P(C1=CC=CC=C1)C1=CC=CC=C1.C1(=CC=CC=C1)P(C1=CC=CC=C1)C1=CC=CC=C1.C1(=CC=CC=C1)P(C1=CC=CC=C1)C1=CC=CC=C1 (tetrakis (triphenylphosphine) palladium (0)). Reaction SMILES: [CH3:1][N:2]1[C@H:11]2[C@@:6]([CH3:17])([C:7]3[CH:15]=[CH:14][C:13](Br)=[CH:12][C:8]=3[CH2:9][CH2:10]2)[CH2:5][CH2:4][C:3]1=[O:18].[CH:19]1[C:32]2[C:23](=[CH:24][C:25]3[C:30]([C:31]=2B(O)O)=[CH:29][CH:28]=[CH:27][CH:26]=3)[CH:22]=[CH:21][CH:20]=1.C(=O)([O-])[O-].[Na+].[Na+].C1(C)C=CC=CC=1>C(Cl)(Cl)Cl.[Pd].C1(P(C2C=CC=CC=2)C2C=CC=CC=2)C=CC=CC=1.C1(P(C2C=CC=CC=2)C2C=CC=CC=2)C=CC=CC=1.C1(P(C2C=CC=CC=2)C2C=CC=CC=2)C=CC=CC=1.C1(P(C2C=CC=CC=2)C2C=CC=CC=2)C=CC=CC=1>[CH3:1][N:2]1[C@H:11]2[C@@:6]([CH3:17])([C:7]3[CH:15]=[CH:14][C:13]([C:24]4[C:25]5[C:30]([CH:31]=[C:32]6[C:23]=4[CH:22]=[CH:21][CH:20]=[CH:19]6)=[CH:29][CH:28]=[CH:27][CH:26]=5)=[CH:12][C:8]=3[CH2:9][CH2:10]2)[CH2:5][CH2:4][C:3]1=[O:18] |f:2.3.4,7.8.9.10.11|. Run at temperature 80 celsius, time 30 minute. Procedure details: To a stirring suspensions of 0.057 mole of acetylethylene diamine in 100 ml of methylene chloride at 10° C. was added dropwise 0.057 mole of phenyl isocyanate. Soon after the addition a solid precipitated. 100 ml of anhydrous ether was added to the reaction mixture and stirring was continued for another 30 minutes. The solid was recovered by filtration, dissolved in 50 ml of 15% hydrochloric acid, and the solution was heated to 80° C. for 4 hours. Removal of the aqueous acid afforded the product... Yields the product C1(=CC=CC=C1)NC(=O)NCCN (2-(Phenylaminocarbonylamino)ethylamine). Starting materials: C(C)(=O)NCCN (acetylethylene diamine), C1(=CC=CC=C1)N=C=O (phenyl isocyanate). Reaction SMILES: [C:1]([NH:4][CH2:5][CH2:6][NH2:7])(=[O:3])C.[C:8]1([N:14]=C=O)[CH:13]=[CH:12][CH:11]=[CH:10][CH:9]=1>C(Cl)Cl>[C:8]1([NH:14][C:1]([NH:4][CH2:5][CH2:6][NH2:7])=[O:3])[CH:13]=[CH:12][CH:11]=[CH:10][CH:9]=1. The solvent is C(Cl)Cl (methylene chloride). The reactants are C1(=CC=CC=C1)CN1CCC(CC1)C=CC=O (3-[1-(phenylmethyl)-4-piperidinyl]propenal), S1C=NC2=C1C=CC=C2 (benzothiazole), C(C)(C)[N-]C(C)C.[Li+] (lithium diisopropylamide). Solvent: C1CCOC1 (THF), C1CCOC1 (THF), C1CCCCC1 (cyclohexane). Conditions: time 15 minute. Yields the product S1C(=NC2=C1C=CC=C2)C(C=CC2CCN(CC2)CC2=CC=CC=C2)O (1-(2-Benzothiazolyl)-3-[1-(phenylmethyl)-4-piperidinyl]-2-propen-1-ol). Reaction SMILES: [S:1]1[C:5]2[CH:6]=[CH:7][CH:8]=[CH:9][C:4]=2[N:3]=[CH:2]1.C([N-]C(C)C)(C)C.[Li+].[C:18]1([CH2:24][N:25]2[CH2:30][CH2:29][CH:28]([CH:31]=[CH:32][CH:33]=[O:34])[CH2:27][CH2:26]2)[CH:23]=[CH:22][CH:21]=[CH:20][CH:19]=1>C1COCC1.C1CCCCC1>[S:1]1[C:5]2[CH:6]=[CH:7][CH:8]=[CH:9][C:4]=2[N:3]=[C:2]1[CH:33]([OH:34])[CH:32]=[CH:31][CH:28]1[CH2:27][CH2:26][N:25]([CH2:24][C:18]2[CH:19]=[CH:20][CH:21]=[CH:22][CH:23]=2)[CH2:30][CH2:29]1 |f:1.2|. Procedure: A solution of benzothiazole (0.243 g, 1.8 mmol) in 5 ml of dry THF was treated with 1.5M lithium diisopropylamide in cyclohexane (1.45 ml) at −78° C. and stirred at that temperature for 15 minutes. A solution of 3-[1-(phenylmethyl)-4-piperidinyl]propenal (452 mg, 1.97 mmol) in 3 ml of dry THF was added at −78° C. and stirred at that temperature for 30 minutes. The mixture was quenched with water and extracted with chloroform. The organic layer was dried and concentrated to give a thick yellow oi... Reactants: C[Si](OC(=O)C(C(=C)C)N1C(C(C1SN1C(CCC1=O)=O)NC(CC1=CC=CC=C1)=O)=O)(C)C (1-(1-trimethylsilyloxycarbonyl-2-methylprop-2-enyl)-3-phenylacetamido-4-succinimidothio-azetidin-2-one), C (charcoal), benzylpenicillin-S-sulphoxide, C(C)(=O)N1C(CCC1=O)=O (N-acetylsuccinimide), C[Si](N1C(CCC1=O)=O)(C)C (N-trimethylsilylsuccinimide). Solvent: C1=CC=CC=C1 (benzene), C1=CC=CC=C1 (benzene). Yields the product C(=O)(O)C(C(=C)C)N1C(C(C1SN1C(CCC1=O)=O)NC(CC1=CC=CC=C1)=O)=O (1-(1-carboxy-2-methylprop-2-enyl)-3-phenylacetamido-4-succinimidothioazetidin-2-one). RXN SMILES: C(N1C(=O)CCC1=O)(=O)C.C[Si](C)(C)N1C(=O)CCC1=O.C[Si](C)(C)[O:24][C:25]([CH:27]([N:31]1[CH:34]([S:35][N:36]2[C:40](=[O:41])[CH2:39][CH2:38][C:37]2=[O:42])[CH:33]([NH:43][C:44](=[O:52])[CH2:45][C:46]2[CH:51]=[CH:50][CH:49]=[CH:48][CH:47]=2)[C:32]1=[O:53])[C:28]([CH3:30])=[CH2:29])=[O:26].C>C1C=CC=CC=1>[C:25]([CH:27]([N:31]1[CH:34]([S:35][N:36]2[C:37](=[O:42])[CH2:38][CH2:39][C:40]2=[O:41])[CH:33]([NH:43][C:44](=[O:52])[CH2:45][C:46]2[CH:47]=[CH:48][CH:49]=[CH:50][CH:51]=2)[C:32]1=[O:53])[C:28]([CH3:30])=[CH2:29])([OH:26])=[O:24]. Reported procedure: A mixture of 5.3 g of benzylpenicillin-S-sulphoxide, 50 g of N-acetylsuccinimide, 12.5 ml of N-trimethylsilylsuccinimide and 35 ml of benzene was refluxed for 16 hours. The reaction mixture (containing 1-(1-trimethylsilyloxycarbonyl-2-methylprop-2-enyl)-3-phenylacetamido-4-succinimidothio-azetidin-2-one) was then allowed to cool to room temperature, diluted with benzene (200 ml), treated with decolourizing charcoal, and evaporated to dryness. The residue was purified by column chromatography on ... Reactants: FC1=C(C(=C(C=C1OC)OC)F)N1C(N(C2=NC(=NC=C2C1)S(=O)C)CC)=O (3-(2,6-difluoro-3,5-dimethoxy-phenyl)-1-ethyl-7-methylsulfinyl-3,4-dihydro-1H-pyrimido[4,5-d]pyrimidin-2-one), NCCCN(CCO)CCO (N-(3-amino-propyl)diethanolamine). Product: FC1=C(C(=C(C=C1OC)OC)F)N1C(N(C2=NC(=NC=C2C1)S(=O)C)CC)=O (3-(2,6-Difluoro-3,5-dimethoxy-phenyl)-1-ethyl-7-methylsulfinyl-3,4-dihydro-1H-pyrimido[4,5-d]pyrimidin-2-one), OCCN(CCCNC1=NC=C2C(=N1)N(C(N(C2)C2=C(C(=CC(=C2F)OC)OC)F)=O)CC)CCO (7-{3-[Bis-(2-hydroxy-ethyl)-amino]-propylamino}-3-(2,6-difluoro-3,5-dimethoxy-phenyl)-1-ethyl-3,4-dihydro-1H-pyrimido[4,5-d]pyrimidin-2-one). Isolated yield 139.2%. RXN SMILES: [F:1][C:2]1[C:7]([O:8][CH3:9])=[CH:6][C:5]([O:10][CH3:11])=[C:4]([F:12])[C:3]=1[N:13]1[CH2:22][C:21]2[C:16](=[N:17][C:18]([S:23]([CH3:25])=[O:24])=[N:19][CH:20]=2)[N:15]([CH2:26][CH3:27])[C:14]1=[O:28].[NH2:29][CH2:30][CH2:31][CH2:32][N:33]([CH2:37][CH2:38][OH:39])[CH2:34][CH2:35][OH:36]>>[F:12][C:4]1[C:5]([O:10][CH3:11])=[CH:6][C:7]([O:8][CH3:9])=[C:2]([F:1])[C:3]=1[N:13]1[CH2:22][C:21]2[C:16](=[N:17][C:18]([S:23]([CH3:25])=[O:24])=[N:19][CH:20]=2)[N:15]([CH2:26][CH3:27])[C:14]1=[O:28].[OH:39][CH2:38][CH2:37][N:33]([CH2:34][CH2:35][OH:36])[CH2:32][CH2:31][CH2:30][NH:29][C:18]1[N:17]=[C:16]2[N:15]([CH2:26][CH3:27])[C:14](=[O:28])[N:13]([C:3]3[C:2]([F:1])=[C:7]([O:8][CH3:9])[CH:6]=[C:5]([O:10][CH3:11])[C:4]=3[F:12])[CH2:22][C:21]2=[CH:20][N:19]=1. Reported procedure: 3-(2,6-Difluoro-3,5-dimethoxy-phenyl)-1-ethyl-7-methylsulfinyl-3,4-dihydro-1H-pyrimido[4,5-d]pyrimidin-2-one was prepared using 0.50 g (1.21 mmol) of 3-(2,6-difluoro-3,5-dimethoxy-phenyl)-1-ethyl-7-methylsulfinyl-3,4-dihydro-1H-pyrimido[4,5-d]pyrimidin-2-one and 0.59 g (3.64 mmol) of N-(3-amino-propyl)diethanolamine. The crude product was purified using medium-pressure chromatography eluting with a gradient of 9:1 ethyl acetate/methanol to 9:1:0.25 to 9:1:0.5 ethyl acetate/methanol/triethylamine... Reactants: C1OC=2C=C(CC3NCCC4=C(C=CC(=C34)OC)OC)C=CC2O1 (1-(3,4-Methylenedioxy-benzyl)-5,8-dimethoxy-1,2,3,4-tetrahydroisoquinoline), BrCC(=O)Br (2-bromoacetyl bromide), N1=C(C=CC=C1)CN (2-picolylamine). Yields the product C1OC=2C=C(CC3N(CCC4=C(C=CC(=C34)OC)OC)CC(=O)NCC3=NC=CC=C3)C=CC2O1 (2-[1-(3,4-Methylenedioxy-benzyl)-5,8-dimethoxy-3,4-dihydro-1H-isoquinolin-2-yl]-N-(pyridin-2-yl-methyl)-acetamide). Reaction SMILES: [CH2:1]1[O:24][C:23]2[CH:22]=[CH:21][C:5]([CH2:6][CH:7]3[C:16]4[C:11](=[C:12]([O:19][CH3:20])[CH:13]=[CH:14][C:15]=4[O:17][CH3:18])[CH2:10][CH2:9][NH:8]3)=[CH:4][C:3]=2[O:2]1.Br[CH2:26][C:27](Br)=[O:28].[N:30]1[CH:35]=[CH:34][CH:33]=[CH:32][C:31]=1[CH2:36][NH2:37]>>[CH2:1]1[O:24][C:23]2[CH:22]=[CH:21][C:5]([CH2:6][CH:7]3[C:16]4[C:11](=[C:12]([O:19][CH3:20])[CH:13]=[CH:14][C:15]=4[O:17][CH3:18])[CH2:10][CH2:9][N:8]3[CH2:26][C:27]([NH:37][CH2:36][C:31]3[CH:32]=[CH:33][CH:34]=[CH:35][N:30]=3)=[O:28])=[CH:4][C:3]=2[O:2]1. Procedure: prepared by reaction of 1-(3,4-Methylenedioxy-benzyl)-5,8-dimethoxy-1,2,3,4-tetrahydroisoquinoline and 2-bromoacetyl bromide with 2-picolylamine